From a dataset of the Open Reaction Database (ORD), a public repository of structured organic reaction records. describe an organic reaction: reactants, conditions, products, and yield Reactants: C(=O)(O)[O-].[Na+] (NaHCO3), CC1(NC(N(C1)C1=NC=C(C=C1)C#CC1=CC=CC=C1)=O)C (4,4-Dimethyl-1-(5-(phenylethynyl)pyridin-2-yl)imidazolidin-2-one), IC (Iodomethane), [H-].[Na+] (NaH). The solvent is CN(C)C=O (DMF). Reaction conditions: temperature 2.5 celsius, time 30 minute. Yields the product CN1C(N(CC1(C)C)C1=NC=C(C=C1)C#CC1=CC=CC=C1)=O (3,4,4-trimethyl-1-(5-phenylethynyl-pyridin-2-yl)-imidazolidin-2-one). Yield: 81.0%. RXN SMILES: [CH3:1][C:2]1([CH3:22])[CH2:6][N:5]([C:7]2[CH:12]=[CH:11][C:10]([C:13]#[C:14][C:15]3[CH:20]=[CH:19][CH:18]=[CH:17][CH:16]=3)=[CH:9][N:8]=2)[C:4](=[O:21])[NH:3]1.[H-].[Na+].IC.[C:27]([O-])(O)=O.[Na+]>CN(C=O)C>[CH3:27][N:3]1[C:2]([CH3:22])([CH3:1])[CH2:6][N:5]([C:7]2[CH:12]=[CH:11][C:10]([C:13]#[C:14][C:15]3[CH:16]=[CH:17][CH:18]=[CH:19][CH:20]=3)=[CH:9][N:8]=2)[C:4]1=[O:21] |f:1.2,4.5|. Procedure: (110 mg, 378 μmol) 4,4-Dimethyl-1-(5-(phenylethynyl)pyridin-2-yl)imidazolidin-2-one (Example 15, step 3) was dissolved in DMF (0.5 ml) and cooled to 0-5° C. NaH (55%) (19.8 mg, 453 μmol, 1.2 equiv.) was added and the mixture was stirred for 30 min at 0-5° C. Iodomethane (35.3 μl, 566 μmol, 1.5 equiv.) was added and the mixture was stirred for 30 min at 0-5° C. The reaction mixture was treated with sat. NaHCO3 solution and extracted twice with a small volume of CH2Cl2. The organic layers were loa... Starting materials: Cl (hydrochloric acid), BrCC=1C=CC2=C(C(C=3C(=NC=CC3)O2)=O)C1 (7-bromomethyl-5-oxo-5H-[1]benzopyrano[2,3-b]pyridine), C1N2CN3CN1CN(C2)C3 (hexamethylenetetramine), C(C)(=O)O (acetic acid). Solvent: O (water), O (water). The product is O=C1C2=C(OC3=NC=CC=C31)C=CC(=C2)C=O (5-oxo-5H-[1]benzopyrano[2,3-b]pyridine-7-carbaldehyde). As a reaction SMILES: Br[CH2:2][C:3]1[CH:4]=[CH:5][C:6]2[O:15][C:10]3=[N:11][CH:12]=[CH:13][CH:14]=[C:9]3[C:8](=[O:16])[C:7]=2[CH:17]=1.C1N2CN3CN(C2)CN1C3.C(O)(=[O:30])C.Cl>O>[O:16]=[C:8]1[C:9]2[C:10](=[N:11][CH:12]=[CH:13][CH:14]=2)[O:15][C:6]2[CH:5]=[CH:4][C:3]([CH:2]=[O:30])=[CH:17][C:7]1=2. Procedure details: A mixture of 50 g of 7-bromomethyl-5-oxo-5H-[1]benzopyrano[2,3-b]pyridine, 48.4 g of hexamethylenetetramine, 167 ml of water and 167 ml of acetic acid is stirred under reflux for 3 hours. To the reaction mixture is added 100 ml of concentrated hydrochloric acid, and the whole mixture is refluxed for 20 minutes. The reaction mixture is diluted with 200 ml of water, and cooled. The crystalline precipitate is filtered off, washed with water, dried, and then recrystallized from dimethylformamide to ... The reactants are COC(=O)COc1c(C(=O)NC(C)(C)CO)sc(Br)c1Br, CN(C)c1ccncc1, CC(Cl)Cl, O=S(=O)(OS(=O)(=O)C(F)(F)F)C(F)(F)F, c1ccncc1. The product is COC(=O)COc1c(C2=NC(C)(C)CO2)sc(Br)c1Br. Reaction SMILES: [CH3:1][O:2][C:3]([CH2:4][O:5][c:6]1[c:7]([C:13]([NH:14][C:15]([CH2:16][OH:17])([CH3:18])[CH3:19])=[O:20])[s:8][c:9]([Br:12])[c:10]1[Br:11])=[O:21].[CH3:43][N:44]([c:45]1[cH:46][cH:47][n:48][cH:49][cH:50]1)[CH3:51].[Cl:52][CH:53]([Cl:54])[CH3:55].[F:28][C:29]([S:30]([O:31][S:32]([C:33]([F:34])([F:35])[F:36])(=[O:37])=[O:38])(=[O:39])=[O:40])([F:41])[F:42].[cH:22]1[cH:23][cH:24][n:25][cH:26][cH:27]1>>[CH3:1][O:2][C:3]([CH2:4][O:5][c:6]1[c:7]([C:13]2=[N:14][C:15]([CH3:18])([CH3:19])[CH2:16][O:20]2)[s:8][c:9]([Br:12])[c:10]1[Br:11])=[O:21]. Reported procedure: A solution of 4,5-dihydro-8-nitro-5-propionyl-1H -pyrazolo[4,3-c]quinoline (1.36 g) in methanol (250 ml) was hydrogenated over 5% palladium on carbon (0.4 g) under atmospheric pressure at ambient temperature. After the theoretical amount of hydrogen gas was absorbed, the catalyst was filtered off and the filtrate rated in vacuo. The residual solid was recrystallized from a mixture of methanol and chloroform to give 8-amino-4,5-dihydro-5-propionyl-1H -pyrazolo-[4,3-c]quinoline (0.981 g). Reagents/catalysts: [Pd] (palladium on carbon). Starting materials: [N+](=O)([O-])C1=CC=2C3=C(CN(C2C=C1)C(CC)=O)C=NN3 (4,5-dihydro-8-nitro-5-propionyl-1H -pyrazolo[4,3-c]quinoline). As a reaction SMILES: [N+:1]([C:4]1[CH:13]=[CH:12][C:11]2[N:10]([C:14](=[O:17])[CH2:15][CH3:16])[CH2:9][C:8]3[CH:18]=[N:19][NH:20][C:7]=3[C:6]=2[CH:5]=1)([O-])=O>CO.[Pd]>[NH2:1][C:4]1[CH:13]=[CH:12][C:11]2[N:10]([C:14](=[O:17])[CH2:15][CH3:16])[CH2:9][C:8]3[CH:18]=[N:19][NH:20][C:7]=3[C:6]=2[CH:5]=1. Yields the product NC1=CC=2C3=C(CN(C2C=C1)C(CC)=O)C=NN3 (8-amino-4,5-dihydro-5-propionyl-1H -pyrazolo-[4,3-c]quinoline). The solvent is CO (methanol). Yield: 81.1%. Reactants: S(=O)(Cl)Cl (Thionyl chloride), C(CCC)[Li] (n-butyl lithium), C(C1=CC=CC=C1)[C@@H]1NC(OC1)=O ((4S)-4-benzyl oxazolidine-2-one), acid chloride, COC1=C(C=CC=C1)CC(=O)O (2-methoxyphenylacetic acid), [Cl-].[NH4+] (ammonium chloride). Solvent: O1CCCC1 (tetrahydrofuran), O1CCCC1 (tetrahydrofuran), C1(=CC=CC=C1)C (toluene), CN(C=O)C (dimethylformamide). Conditions: temperature 50 celsius, time 2 hour. Product: C(C1=CC=CC=C1)[C@@H]1N(C(OC1)=O)C(CC1=C(C=CC=C1)OC)=O ((4S)-4-Benzyl-3-(2-methoxyphenyl)acetyl-1,3-oxazolidin-2-one). Yield: 47.4%. As a reaction SMILES: S(Cl)(Cl)=O.[CH3:5][O:6][C:7]1[CH:12]=[CH:11][CH:10]=[CH:9][C:8]=1[CH2:13][C:14]([OH:16])=O.[CH2:17]([C@H:24]1[CH2:28][O:27][C:26](=[O:29])[NH:25]1)[C:18]1[CH:23]=[CH:22][CH:21]=[CH:20][CH:19]=1.C([Li])CCC.[Cl-].[NH4+]>C1(C)C=CC=CC=1.O1CCCC1.CN(C)C=O>[CH2:17]([C@H:24]1[CH2:28][O:27][C:26](=[O:29])[N:25]1[C:14](=[O:16])[CH2:13][C:8]1[CH:9]=[CH:10][CH:11]=[CH:12][C:7]=1[O:6][CH3:5])[C:18]1[CH:19]=[CH:20][CH:21]=[CH:22][CH:23]=1 |f:4.5|. Procedure details: Thionyl chloride (6.91 mL) was added slowly to a warmed (50° C.) solution of 2-methoxyphenylacetic acid (13.77 g, 0.083 mol) and dimethylformamide (0.1 mL) in toluene (50 mL) and the mixture was stirred at 50° C. for 2 h. The solvent was evaporated under reduced pressure and the residue was dissolved in tetrahydrofuran (50 mL). To a cooled solution (-20° C.) of (4S)-4-benzyl oxazolidine-2-one (14.7 g, 83 mmol) in tetrahydrofuran (80 mL) was slowly added n-butyl lithium (1.6 M, 52 mL, 83 mmol) an... The reactants are C, CO, CCOC(C)=O, O=C(Nc1cc(Oc2ccccc2)ccc1C(=O)O)c1ccc([N+](=O)[O-])cc1, [Pd]. Yields the product Nc1ccc(C(=O)Nc2cc(Oc3ccccc3)ccc2C(=O)O)cc1. Reaction SMILES: [C:31].[CH3:1][OH:2].[CH3:33][CH2:34][O:35][C:36](=[O:37])[CH3:38].[N+:3]([O-:4])(=[O:5])[c:6]1[cH:7][cH:8][c:9]([C:10](=[O:11])[NH:12][c:13]2[c:14]([C:15](=[O:16])[OH:17])[cH:18][cH:19][c:20]([O:22][c:23]3[cH:24][cH:25][cH:26][cH:27][cH:28]3)[cH:21]2)[cH:29][cH:30]1.[Pd:32]>>[NH2:3][c:6]1[cH:7][cH:8][c:9]([C:10](=[O:11])[NH:12][c:13]2[c:14]([C:15](=[O:16])[OH:17])[cH:18][cH:19][c:20]([O:22][c:23]3[cH:24][cH:25][cH:26][cH:27][cH:28]3)[cH:21]2)[cH:29][cH:30]1. Reactants: C(C)(C)(C)OC(=O)N(C[C@H](C1=CC=C(C=C1)F)OC([C@H](C1=CC=CC=C1)OC)=O)C ((2S)-methoxyphenyl acetic acid (1S)-2-(t-butoxycarbonyl-methylamino)-1-(4-fluorophenyl)ethyl ester), C([O-])([O-])=O.[K+].[K+] (potassium carbonate). Solvent: CO (methanol), O (water). Conditions: time 30 minute. The product is C(C)(C)(C)OC(N(C)C[C@@H](O)C1=CC=C(C=C1)F)=O ((2S)-[2-(4-Fluorophenyl)-2-hydroxyethyl]methylcarbamic acid t-butyl ester). As a reaction SMILES: [C:1]([O:5][C:6]([N:8]([CH3:30])[CH2:9][C@@H:10]([O:18]C(=O)[C@@H](OC)C1C=CC=CC=1)[C:11]1[CH:16]=[CH:15][C:14]([F:17])=[CH:13][CH:12]=1)=[O:7])([CH3:4])([CH3:3])[CH3:2].C(=O)([O-])[O-].[K+].[K+]>CO.O>[C:1]([O:5][C:6](=[O:7])[N:8]([CH2:9][C@H:10]([C:11]1[CH:16]=[CH:15][C:14]([F:17])=[CH:13][CH:12]=1)[OH:18])[CH3:30])([CH3:4])([CH3:2])[CH3:3] |f:1.2.3|. Reported procedure: To a solution of (2S)-methoxyphenyl acetic acid (1S)-2-(t-butoxycarbonyl-methylamino)-1-(4-fluorophenyl)ethyl ester (the compound of Preparation Example 35) (3.6 g) in methanol (17 mL) was added potassium carbonate (1.8 g) on an ice bath. After stirring at room temperature for 30 minutes, the colorless solid that was generated by diluting with water was collected by filtration. After washing with water, and then drying by aeration, the title compound (2.35 g) was obtained as a colorless solid. T...